The task is: describe an organic reaction: reactants, conditions, products, and yield. This data is from the Open Reaction Database (ORD), a public repository of structured organic reaction records. The reactants are C(C)(C)(C)OC(N(C)CC1=CC(=C(C=C1)Cl)C=O)=O ((4-chloro-3-formyl-benzyl)-methyl-carbamic acid tert-butyl ester), C1(CC1)N (cyclopropylamine), [BH4-].[Na+] (NaBH4). Solvent: CO (MeOH). Conditions: time 1 hour. Product: C(C)(C)(C)OC(N(C)CC1=CC(=C(C=C1)Cl)CNC1CC1)=O ((4-Chloro-3-cyclopropylaminomethyl-benzyl)-methyl-carbamic acid tert-butyl ester). Isolated yield 74.4%. As a reaction SMILES: [C:1]([O:5][C:6](=[O:19])[N:7]([CH2:9][C:10]1[CH:15]=[CH:14][C:13]([Cl:16])=[C:12]([CH:17]=O)[CH:11]=1)[CH3:8])([CH3:4])([CH3:3])[CH3:2].[CH:20]1([NH2:23])[CH2:22][CH2:21]1.[BH4-].[Na+]>CO>[C:1]([O:5][C:6](=[O:19])[N:7]([CH2:9][C:10]1[CH:15]=[CH:14][C:13]([Cl:16])=[C:12]([CH2:17][NH:23][CH:20]2[CH2:22][CH2:21]2)[CH:11]=1)[CH3:8])([CH3:4])([CH3:3])[CH3:2] |f:2.3|. Reported procedure: A mixture of (4-chloro-3-formyl-benzyl)-methyl-carbamic acid tert-butyl ester (95 mg, 0.335 mmol) and cyclopropylamine (0.036 mL, 0.50 mmol) in MeOH (3.30 mL) was heated to reflux for 4 h. The mixture was allowed to cool to rt, and NaBH4 (19 mg, 0.50 mmol) was added in portions. The mixture was stirred for 1 h, and the solvents were removed under reduced pressure. The resulting oil was diluted with EtOAc (20 mL), and this mixture was washed with aq. sat. NaHCO3 and brine. The org. layer was drie...